From a dataset of the Open Reaction Database (ORD), a public repository of structured organic reaction records. describe an organic reaction: reactants, conditions, products, and yield The reactants are product, C1(CCCC1)=O (cyclopentanone), CC=1NC=C(C1C(C)=O)C (2,4-Dimethyl-3-acetyl-pyrrole), ice water. Conditions: time 0.5 hour. Yields the product CC=1NC(=C(C1C(C)=O)C)C1CCCC1 (2,4-Dimethyl-3-acetyl-5-cyclopentyl-pyrrole). RXN SMILES: [CH3:1][C:2]1[NH:3][CH:4]=[C:5]([CH3:10])[C:6]=1[C:7](=[O:9])[CH3:8].[C:11]1(=O)[CH2:15][CH2:14][CH2:13][CH2:12]1>I.C(OC(=O)C)(=O)C.[PH2](O)=O>[CH3:1][C:2]1[NH:3][C:4]([CH:11]2[CH2:15][CH2:14][CH2:13][CH2:12]2)=[C:5]([CH3:10])[C:6]=1[C:7](=[O:9])[CH3:8]. Procedure details: 2,4-Dimethyl-3-acetyl-pyrrole (0.548 g) was dissolved in a mixture of hydriodic acid (10 ml), acetic anhydride (10 ml) and hypophosphorous acid (2 ml). The solution was stirred at 40° while cyclopentanone (1.5 ml) was added in three portions over 3/4 hr. After stirring an additional 1/2 hr., the solution was poured into ice water (125 ml) and the pale yellow product (95%), m.p. 161.5°-163.5° after changing to prisms at ca 140°, separated. For analysis it was recrystallized successively from hexa... Solvent: I (hydriodic acid), C(C)(=O)OC(C)=O (acetic anhydride), [PH2](=O)O (hypophosphorous acid). Starting materials: C1(=CC=C(C=C1)S(=O)(=O)N1[C@@H](CSCC1)C(=O)O)C ((3R)-4-(4-toluenesulfonyl)thiomorpholine-3-carboxylic acid), COC1=C(CO)C=CC=C1 (2-methoxybenzyl alcohol), C1CCC(CC1)N=C=NC2CCCCC2 (DCC). Reagents/catalysts: CN(C)C=1C=CN=CC1 (DMAP). Solvent: C(Cl)Cl (CH2Cl2). Conditions: time 24 hour. Product: COC1=C(COC(=O)[C@H]2N(CCSC2)S(=O)(=O)C2=CC=C(C=C2)C)C=CC=C1 ((3R)-4-(4-toluenesulfonyl)thiomorpholine-3-carboxylic acid 2-methoxybenzyl ester). Isolated yield 75.1%. Reaction SMILES: [C:1]1([CH3:19])[CH:6]=[CH:5][C:4]([S:7]([N:10]2[CH2:15][CH2:14][S:13][CH2:12][C@H:11]2[C:16]([OH:18])=[O:17])(=[O:9])=[O:8])=[CH:3][CH:2]=1.[CH3:20][O:21][C:22]1[CH:29]=[CH:28][CH:27]=[CH:26][C:23]=1[CH2:24]O.C1CCC(N=C=NC2CCCCC2)CC1>CN(C1C=CN=CC=1)C.C(Cl)Cl>[CH3:20][O:21][C:22]1[CH:29]=[CH:28][CH:27]=[CH:26][C:23]=1[CH2:24][O:17][C:16]([C@@H:11]1[CH2:12][S:13][CH2:14][CH2:15][N:10]1[S:7]([C:4]1[CH:3]=[CH:2][C:1]([CH3:19])=[CH:6][CH:5]=1)(=[O:9])=[O:8])=[O:18]. Procedure details: 0.200 g (0.6 mmol) of (3R)-4-(4-toluenesulfonyl)thiomorpholine-3-carboxylic acid, 0.138 g (1.0 mmol) of 2-methoxybenzyl alcohol, 0.088 g (0.33 mmol) of CAS, 0.227 g (1.2 mmol) of DCC and 0.04 g (0.33 mmol) of DMAP were dissolved in 15 mL of CH2Cl2. The mixture was stirred for 24 h at room temperature. The solid was filtrated and the solvent was evaporated. The residual was dissolved in a suitable amount of ethyl acetate (20 ml) and then the mixture was filtered to remove insoluble substance. The... Starting materials: ClC=1N=NC(=CC1C(=O)O)Cl (3,6-dichloropyridazine-4-carboxylic acid), C(C)(C)(C)C1=CC=C(N)C=C1 (4-tert-butylaniline), CN(C)C(=[N+](C)C)ON1C2=C(C=CC=C2)N=N1.[B-](F)(F)(F)F (TBTU), CCN(C(C)C)C(C)C (DIEA). As a reaction SMILES: Cl[C:2]1[N:3]=[N:4][C:5]([Cl:11])=[CH:6][C:7]=1[C:8](O)=[O:9].[C:12]([C:16]1[CH:22]=[CH:21][C:19]([NH2:20])=[CH:18][CH:17]=1)([CH3:15])([CH3:14])[CH3:13].CN(C([O:30][N:31]1[N:39]=[N:38][C:33]2[CH:34]=[CH:35][CH:36]=[CH:37][C:32]1=2)=[N+](C)C)C.[B-](F)(F)(F)F.CCN(C(C)C)C(C)C>CN(C=O)C.O>[C:12]([C:16]1[CH:17]=[CH:18][C:19]([NH:20][C:8]([C:7]2[CH:6]=[C:5]([Cl:11])[N:4]=[N:3][C:2]=2[O:30][N:31]2[C:32]3[CH:37]=[CH:36][CH:35]=[CH:34][C:33]=3[N:38]=[N:39]2)=[O:9])=[CH:21][CH:22]=1)([CH3:15])([CH3:13])[CH3:14] |f:2.3|. Yields the product C(C)(C)(C)C1=CC=C(C=C1)NC(=O)C1=C(N=NC(=C1)Cl)ON1N=NC2=C1C=CC=C2 (3-(Benzotriazol-1-yloxy)-6-chloro-pyridazine-4-carboxylic acid (4-tert-butyl-phenyl)-amide). Procedure details: A mixture of 3,6-dichloropyridazine-4-carboxylic acid (1.00 g, 5.18 mmol), 4-tert-butylaniline (0.92 ml, 5.60 mmol), TBTU (1.75 g, 5.44 mmol), and DIEA (1.80 ml, 10.4 mmol) in 7.5 ml of anhydrous DMF was stirred at RT under N2 overnight. The mixture was diluted with H2O, extracted with EtOAc, and the combined organic portions were washed with brine, dried with Na2SO4, filtered, and condensed. The crude compound was purified by flash column chromatography (hexanes/EtOAc/CH2Cl2, 9:0:1 to 7:2:1), t... Run in CN(C)C=O (DMF), O (H2O). Run at time 8 hour. The reactants are O.C(C(=O)O)(=O)O.C1=CC=CC=2N(C3=C(CCC21)C=CC=C3)C(=O)C3CN(CCC3)CC3=CC=CC=C3.C3=CC=CC=2N(C1=C(CCC23)C=CC=C1)C(=O)C1CN(CCC1)CC1=CC=CC=C1.C(C(=O)O)(=O)O (3-(10,11-dihydro-5H-dibenz[b,f]azepin-5-ylcarbonyl)-1-benzylpiperidine hydrogen oxalate hemihydrate), BrCC(=O)OCC (ethyl bromoacetate), C([O-])([O-])=O.[K+].[K+] (potassium carbonate). Run in CC(=O)C (acetone). Reaction conditions: time 7 hour. The product is C(C)OC(CN1CC(CCC1)CN1C2=C(CCC3=C1C=CC=C3)C=CC=C2)=O (3-(10,11-dihydro-5H-dibenz[b,f]azepin-5-ylmethyl)-1-piperidylacetic acid ethyl ester). Yield: 86.8%. RXN SMILES: O.C(O)(=O)C(O)=O.[CH:8]1[C:18]2[CH2:17][CH2:16][C:15]3[CH:19]=[CH:20][CH:21]=[CH:22][C:14]=3[N:13]([C:23]([CH:25]3[CH2:30][CH2:29][CH2:28][N:27](CC4C=CC=CC=4)[CH2:26]3)=O)[C:12]=2[CH:11]=[CH:10][CH:9]=1.C1C2CCC3C=CC=CC=3N(C(C3CCCN(CC4C=CC=CC=4)C3)=O)C=2C=CC=1.C(O)(=O)C(O)=O.Br[CH2:75][C:76]([O:78][CH2:79][CH3:80])=[O:77].C(=O)([O-])[O-].[K+].[K+]>CC(C)=O>[CH2:79]([O:78][C:76](=[O:77])[CH2:75][N:27]1[CH2:28][CH2:29][CH2:30][CH:25]([CH2:23][N:13]2[C:12]3[CH:11]=[CH:10][CH:9]=[CH:8][C:18]=3[CH2:17][CH2:16][C:15]3[CH:19]=[CH:20][CH:21]=[CH:22][C:14]2=3)[CH2:26]1)[CH3:80] |f:0.1.2.3.4,6.7.8|. Procedure: A mixture of the above piperidine (2.05 g, 7 mmol), ethyl bromoacetate (1.36 g, 8.1 mmol), potassium carbonate (1.7 g, 12.3 mmol) and acetone (50 ml) was heated at reflux temperature under stirring for 7 h. The mixture was filtered and the solvent evaporated in vacuo. The oily residue was purified on silica gel (20 g) using ethyl acetate as eluent to give 2.3 g (87%) 3-(10,11-dihydro-5H-dibenz[b,f]azepin-5-ylmethyl)-1-piperidylacetic acid ethyl ester as an oil. Yields the product C(CCC)OC=1C(=NC=CN1)C1(CN2CCC1CC2)O (3-(3-Butyloxypyrazinyl)-1-azabicyclo[2.2.2]octan-3-ol). Reaction conditions: temperature 60 celsius. Reaction SMILES: Cl[C:2]1[C:3]([C:8]2([OH:16])[CH:13]3[CH2:14][CH2:15][N:10]([CH2:11][CH2:12]3)[CH2:9]2)=[N:4][CH:5]=[CH:6][N:7]=1.Cl>C(O)CCC>[CH2:8]([O:16][C:2]1[C:3]([C:8]2([OH:16])[CH:13]3[CH2:14][CH2:15][N:10]([CH2:11][CH2:12]3)[CH2:9]2)=[N:4][CH:5]=[CH:6][N:7]=1)[CH2:13][CH2:12][CH3:11]. The reactants are Na, ClC=1C(=NC=CN1)C1(CN2CCC1CC2)O (3-(3-Chloropyrazinyl)-1-azabicyclo[2.2.2]octan-3-ol), Cl (HCl). Solvent: C(CCC)O (butanol). Procedure details: To a solution of 40 ml of butanol that had reacted with 0.5 g of Na (0.022 mol) was added 0.78 g of (7) (0.033 mol). The reaction was heated to 60° C. for 1.5 h and the cooled reaction treated with 6 ml of 5 N HCl. The butanol was azeotroped off with water, the residue made basic with saturated aqueous K2CO3, and the mixture extracted 3× with 25 ml of CH2Cl2. The extracts were washed with brine, dried, and the solvent evaporated to give a yellow solid that was purified by radial chromatography e... Isolated yield 12.0%.